From a dataset of the Open Reaction Database (ORD), a public repository of structured organic reaction records. describe an organic reaction: reactants, conditions, products, and yield The reactants are ClC=1N=C(C2=C(N1)SC=N2)NC2=CC(=C(C=C2)OC)OC (5-chloro-N-(3,4-dimethoxyphenyl)thiazolo[5,4-d]pyrimidin-7-amine), N1CCC(CC1)C(=O)OC (methyl piperidine-4-carboxylate), C(=O)([O-])[O-].[Cs+].[Cs+] (Cs2CO3), CC(C)C1=CC(=C(C(=C1)C(C)C)C2=C(C=CC=C2)P(C3CCCCC3)C4CCCCC4)C(C)C (X-Phos). Reagents/catalysts: C=1C=CC(=CC1)/C=C/C(=O)/C=C/C2=CC=CC=C2.C=1C=CC(=CC1)/C=C/C(=O)/C=C/C2=CC=CC=C2.[Pd] (Pd(dba)2). The solvent is O1CCOCC1 (dioxane). Run at time 18 hour. The product is COC=1C=C(C=CC1OC)NC=1C2=C(N=C(N1)N1CCC(CC1)C(=O)OC)SC=N2 (methyl 1-(7-(3,4-dimethoxyphenylamino)thiazolo[5,4-d]pyrimidin-5-yl)piperidine-4-carboxylate). The yield is 56.3%. As a reaction SMILES: Cl[C:2]1[N:3]=[C:4]([NH:11][C:12]2[CH:17]=[CH:16][C:15]([O:18][CH3:19])=[C:14]([O:20][CH3:21])[CH:13]=2)[C:5]2[N:10]=[CH:9][S:8][C:6]=2[N:7]=1.[NH:22]1[CH2:27][CH2:26][CH:25]([C:28]([O:30][CH3:31])=[O:29])[CH2:24][CH2:23]1.C([O-])([O-])=O.[Cs+].[Cs+].CC(C1C=C(C(C)C)C(C2C=CC=CC=2P(C2CCCCC2)C2CCCCC2)=C(C(C)C)C=1)C>O1CCOCC1.C1C=CC(/C=C/C(/C=C/C2C=CC=CC=2)=O)=CC=1.C1C=CC(/C=C/C(/C=C/C2C=CC=CC=2)=O)=CC=1.[Pd]>[CH3:21][O:20][C:14]1[CH:13]=[C:12]([NH:11][C:4]2[C:5]3[N:10]=[CH:9][S:8][C:6]=3[N:7]=[C:2]([N:22]3[CH2:27][CH2:26][CH:25]([C:28]([O:30][CH3:31])=[O:29])[CH2:24][CH2:23]3)[N:3]=2)[CH:17]=[CH:16][C:15]=1[O:18][CH3:19] |f:2.3.4,7.8.9|. Procedure details: To a mixture of 5-chloro-N-(3,4-dimethoxyphenyl)thiazolo[5,4-d]pyrimidin-7-amine (200 mg, 0.62 mmol), methyl piperidine-4-carboxylate (177 mg, 1.24 mmol), Cs2CO3 (404 mg, 1.24 mmol), X-Phos (20 mg, 0.042 mmol), Pd(dba)2 (20 mg, 0.035 mmol) in 30 mL of dioxane were stirred at 100° for 18 hours under N2 atmosphere. The excess of dioxane was removed under reduced pressure and the residue was purified by silica gel chromatography (eluting with a mixture of petroleum ether and ethyl acetate=3:1) to g... The reactants are P(=O)(Cl)(Cl)Cl (phosphoryl chloride), ClC=1C=CC2=C(CN3C(C(N2)=O)=CC(=C3)C)C1 (7-chloro-2-methyl-5,10-dihydro-11H-pyrrolo[2,1-c][1,4]benzodiazepin-11-one). Solvent: C(Cl)Cl (DCM). Product: ClC=1C=CC2=C(CN3C(C(=N2)Cl)=CC(=C3)C)C1 (7,11-dichloro-2-methyl-5H-pyrrolo[2,1-c][1,4]benzodiazepine). Yield: 97.2%. As a reaction SMILES: P(Cl)(Cl)([Cl:3])=O.[Cl:6][C:7]1[CH:8]=[CH:9][C:10]2[NH:16][C:15](=O)[C:14]3=[CH:18][C:19]([CH3:21])=[CH:20][N:13]3[CH2:12][C:11]=2[CH:22]=1>C(Cl)Cl>[Cl:6][C:7]1[CH:8]=[CH:9][C:10]2[N:16]=[C:15]([Cl:3])[C:14]3=[CH:18][C:19]([CH3:21])=[CH:20][N:13]3[CH2:12][C:11]=2[CH:22]=1. Procedure: Add phosphoryl chloride (1.47 mL, 2.43 g, 15.85 mmoles) to 7-chloro-2-methyl-5,10-dihydro-11H-pyrrolo[2,1-c][1,4]benzodiazepin-11-one (1.117 g, 4.53 mmoles) in DCM (50 mL) and stir at room temperature over a weekend. Add ice water to the reaction mixture then add DCM, separate the aqueous layer and wash the DCM layer with water and sodium hydrogen carbonate solution. Dry the DCM solution with MgSO4, filter and evaporate the solvent in vacuo to give 7,11-dichloro-2-methyl-5H-pyrrolo[2,1-c][1,4]be... Starting materials: C[Si](C)(C)C#Cc1ccc(S(C)(=O)=O)cc1C(=O)N1CCN(c2ccc(C(F)(F)F)cc2)CC1, CO, [K+], [K+], O=C([O-])[O-]. Product: C#Cc1ccc(S(C)(=O)=O)cc1C(=O)N1CCN(c2ccc(C(F)(F)F)cc2)CC1. Reaction SMILES: [CH3:1][S:2](=[O:3])(=[O:4])[c:5]1[cH:6][cH:7][c:8]([C:29]#[C:30][Si:31]([CH3:32])([CH3:33])[CH3:34])[c:9]([C:11](=[O:12])[N:13]2[CH2:14][CH2:15][N:16]([c:19]3[cH:20][cH:21][c:22]([C:25]([F:26])([F:27])[F:28])[cH:23][cH:24]3)[CH2:17][CH2:18]2)[cH:10]1.[CH3:41][OH:42].[K+:35].[K+:36].[O-:37][C:38]([O-:39])=[O:40]>>[CH3:1][S:2](=[O:3])(=[O:4])[c:5]1[cH:6][cH:7][c:8]([C:29]#[CH:30])[c:9]([C:11](=[O:12])[N:13]2[CH2:14][CH2:15][N:16]([c:19]3[cH:20][cH:21][c:22]([C:25]([F:26])([F:27])[F:28])[cH:23][cH:24]3)[CH2:17][CH2:18]2)[cH:10]1. Reactants: ClC1=C(C=C(C=C1)C1OC2=CC=CC=C2C(C1C(=O)OC)=O)C(F)(F)F (methyl 2-(4-chloro-3-(trifluoromethyl)phenyl)-4-oxochroman-3-carboxylate), CO (methanol), Cl (HCl), [BH4-].[Na+] (sodium borohydride). The solvent is O1CCCC1 (tetrahydrofuran), O (water). Run at time 2.25 hour. The product is ClC1=C(C=C(C=C1)C1OC2=CC=CC=C2C(C1C(=O)OC)O)C(F)(F)F (racemic methyl 2-(4-chloro-3-(trifluoromethyl)phenyl)-4-hydroxychroman-3-carboxylate). Yield: 96.8%. As a reaction SMILES: [Cl:1][C:2]1[CH:7]=[CH:6][C:5]([CH:8]2[CH:17]([C:18]([O:20][CH3:21])=[O:19])[C:16](=[O:22])[C:15]3[C:10](=[CH:11][CH:12]=[CH:13][CH:14]=3)[O:9]2)=[CH:4][C:3]=1[C:23]([F:26])([F:25])[F:24].CO.[BH4-].[Na+].Cl>O1CCCC1.O>[Cl:1][C:2]1[CH:7]=[CH:6][C:5]([CH:8]2[CH:17]([C:18]([O:20][CH3:21])=[O:19])[CH:16]([OH:22])[C:15]3[C:10](=[CH:11][CH:12]=[CH:13][CH:14]=3)[O:9]2)=[CH:4][C:3]=1[C:23]([F:26])([F:24])[F:25] |f:2.3|. Procedure: A solution of methyl 2-(4-chloro-3-(trifluoromethyl)phenyl)-4-oxochroman-3-carboxylate (300 mg, 780 μmol) in tetrahydrofuran (2.0 mL) was diluted with methanol (4.0 mL, 780 μmol) and treated at rt with sodium borohydride (30 mg, 780 μmol). After 2.25 h, the solution was poured into water (about 25 mL), treated with 1.0 M aqueous HCl (about 1 mL) and then extracted three times with ethyl acetate. The combined organic phases were dried over sodium sulfate and concentrated under vacuum to provide c... The reactants are CO, CCOC(=O)CCNCc1c[nH]c2c(-c3noc(-c4ccc(OC(C)C)c(Cl)c4)n3)cccc12, [Na+], C1CCOC1, [OH-], O. The product is CC(C)Oc1ccc(-c2nc(-c3cccc4c(CNCCC(=O)O)c[nH]c34)no2)cc1Cl. As a reaction SMILES: [CH3:42][OH:43].[Cl:1][c:2]1[cH:3][c:4](-[c:12]2[n:13][c:14](-[c:17]3[cH:18][cH:19][cH:20][c:21]4[c:22]([CH2:26][NH:27][CH2:28][CH2:29][C:30](=[O:31])[O:32][CH2:33][CH3:34])[cH:23][nH:24][c:25]34)[n:15][o:16]2)[cH:5][cH:6][c:7]1[O:8][CH:9]([CH3:10])[CH3:11].[Na+:36].[O:37]1[CH2:38][CH2:39][CH2:40][CH2:41]1.[OH-:35].[OH2:44]>>[Cl:1][c:2]1[cH:3][c:4](-[c:12]2[n:13][c:14](-[c:17]3[cH:18][cH:19][cH:20][c:21]4[c:22]([CH2:26][NH:27][CH2:28][CH2:29][C:30](=[O:31])[OH:32])[cH:23][nH:24][c:25]34)[n:15][o:16]2)[cH:5][cH:6][c:7]1[O:8][CH:9]([CH3:10])[CH3:11].